Dataset: the Open Reaction Database (ORD), a public repository of structured organic reaction records. Task: describe an organic reaction: reactants, conditions, products, and yield Starting materials: C(CCCCCCCCC)OC=1C=C(C=C(C1)OCCCCCCCCCC)N1CC(OC(C1)=O)=O (4-[3,5-bis(decyloxy)phenyl]2,6-morpholinedione), CO (methanol). Run at time 17 hour. Yields the product COC(CN(CC(=O)O)C1=CC(=CC(=C1)OCCCCCCCCCC)OCCCCCCCCCC)=O (N-(2-methoxy-2-oxoethyl)-N-[3,5-bis(decyloxy)phenyl]glycine). As a reaction SMILES: [CH2:1]([O:11][C:12]1[CH:13]=[C:14]([N:29]2[CH2:34][C:33](=[O:35])[O:32][C:31](=[O:36])[CH2:30]2)[CH:15]=[C:16]([O:18][CH2:19][CH2:20][CH2:21][CH2:22][CH2:23][CH2:24][CH2:25][CH2:26][CH2:27][CH3:28])[CH:17]=1)[CH2:2][CH2:3][CH2:4][CH2:5][CH2:6][CH2:7][CH2:8][CH2:9][CH3:10].[CH3:37][OH:38]>>[CH3:37][O:38][C:33](=[O:35])[CH2:34][N:29]([C:14]1[CH:15]=[C:16]([O:18][CH2:19][CH2:20][CH2:21][CH2:22][CH2:23][CH2:24][CH2:25][CH2:26][CH2:27][CH3:28])[CH:17]=[C:12]([O:11][CH2:1][CH2:2][CH2:3][CH2:4][CH2:5][CH2:6][CH2:7][CH2:8][CH2:9][CH3:10])[CH:13]=1)[CH2:30][C:31]([OH:36])=[O:32]. Procedure details: A solution of 0.469 g of 4-[3,5-bis(decyloxy)phenyl]2,6-morpholinedione in 50 ml of methanol was warmed to 50° and then was left at room temperature for 17 hours. The solvent was removed at reduced pressure to give 0.44 g, mp 61°-62° of pure N-(2-methoxy-2-oxoethyl)-N-[3,5-bis(decyloxy)phenyl]glycine.